From a dataset of the Open Reaction Database (ORD), a public repository of structured organic reaction records. describe an organic reaction: reactants, conditions, products, and yield Reactants: BrC1=CC=C(C=C1)C1=NNC(C=2N1C=CC2)=O (4-(4-bromophenyl)pyrrolo[1,2-d][1,2,4]triazin-1(2H)-one), C1(CCCCC1)P(C1=C(C=CC=C1)C1=C(C=CC=C1)N(C)C)C1CCCCC1 (2-dicyclohexylphosphino-2′-(N,N-dimethylamino)biphenyl), tris(dibenzylideneacetone)dipalladium(O) chloroform, C[Si](C)(C)[N-][Si](C)(C)C.[Li+] (lithium bis(trimethylsilyl)amide), Initiator 2.5, [OH-].[Na+] (NaOH), Cl (HCl). Solvent: C1(=CC=CC=C1)C (toluene), C1(=CC=CC=C1)C (toluene), C1CCCCC1.C(C)(=O)OCC (cyclohexane ethyl acetate). Conditions: time 30 minute. The product is NC1=CC=C(C=C1)C1=NNC(C=2N1C=CC2)=O (4-(4-aminophenyl)pyrrolo[1,2-d][1,2,4]triazin-1(2H)-one). Reaction SMILES: Br[C:2]1[CH:7]=[CH:6][C:5]([C:8]2[N:13]3[CH:14]=[CH:15][CH:16]=[C:12]3[C:11](=[O:17])[NH:10][N:9]=2)=[CH:4][CH:3]=1.C1(P(C2CCCCC2)C2C=CC=CC=2C2C=CC=CC=2[N:37](C)C)CCCCC1.C[Si]([N-][Si](C)(C)C)(C)C.[Li+].Cl.[OH-].[Na+]>C1(C)C=CC=CC=1.C1CCCCC1.C(OCC)(=O)C>[NH2:37][C:2]1[CH:7]=[CH:6][C:5]([C:8]2[N:13]3[CH:14]=[CH:15][CH:16]=[C:12]3[C:11](=[O:17])[NH:10][N:9]=2)=[CH:4][CH:3]=1 |f:2.3,5.6,8.9|. Procedure details: To 1.181 g 4-(4-bromophenyl)pyrrolo[1,2-d][1,2,4]triazin-1(2H)-one (4.07 mmol) in toluene (10 ml) was added 0.080 g 2-dicyclohexylphosphino-2′-(N,N-dimethylamino)biphenyl (0.2004 mmol), 0.063 g tris(dibenzylideneacetone)dipalladium(O) chloroform adduct (0.061 mmol) and 10.58 ml lithium bis(trimethylsilyl)amide 1M in toluene (10.58 mmol) under nitrogen at room temperature and the reaction was subsequently heated at 150° C. for 5 minutes by microwave (Biotage Initiator 2.5). Thin layer chromotogra... Starting materials: solution, SO2Cl2, C(Cl)Cl (CH2Cl2), O (water), COC(C1=CC=C(C=C1)C(CC(=O)OCC1=CC=CC=C1)=O)=O (4-benzyloxycarbonylacetyl-benzoic acid methylester). The solvent is C1(=CC=CC=C1)C (toluene). Reaction conditions: time 30 minute. Product: COC(C1=CC=C(C=C1)C(C(Cl)C(=O)OCC1=CC=CC=C1)=O)=O (4-(benzyloxycarbonyl-chloro-acetyl)-benzoic acid methylester). RXN SMILES: [CH3:1][O:2][C:3](=[O:23])[C:4]1[CH:9]=[CH:8][C:7]([C:10](=[O:22])[CH2:11][C:12]([O:14][CH2:15][C:16]2[CH:21]=[CH:20][CH:19]=[CH:18][CH:17]=2)=[O:13])=[CH:6][CH:5]=1.O.C(Cl)[Cl:26]>C1(C)C=CC=CC=1>[CH3:1][O:2][C:3](=[O:23])[C:4]1[CH:5]=[CH:6][C:7]([C:10](=[O:22])[CH:11]([C:12]([O:14][CH2:15][C:16]2[CH:21]=[CH:20][CH:19]=[CH:18][CH:17]=2)=[O:13])[Cl:26])=[CH:8][CH:9]=1. Procedure: 4.0 g (12.8 mmols) of 4-benzyloxycarbonylacetyl-benzoic acid methylester, dissolved in 40 ml of toluene, are mixed with 19.2 ml of a 1 M solution of SO2Cl2 in CH2Cl2 and stirred for 30 min at RT. At 0° C., water is added and the aqueous phase is separated and extracted twice with EtOAc. The organic phases are washed twice with sat. NaHCO3 solution, H2O and brine, dried (Na2SO4) and concentrated by evaporation. Column chromatography (SiO2; hexane/EtOAc 9:1→4:1; crude product dissolved in CH2Cl2) ... The reactants are SCc1ccccc1, C#Cc1ccc(F)cc1, [Na]. The product is Fc1ccc(C=CSCc2ccccc2)cc1. Reaction SMILES: [CH2:10]([c:11]1[cH:12][cH:13][cH:14][cH:15][cH:16]1)[SH:17].[F:1][c:2]1[cH:3][cH:4][c:5]([C:8]#[CH:9])[cH:6][cH:7]1.[Na:18]>>[F:1][c:2]1[cH:3][cH:4][c:5]([CH:8]=[CH:9][S:17][CH2:10][c:11]2[cH:12][cH:13][cH:14][cH:15][cH:16]2)[cH:6][cH:7]1. Starting materials: ClC1=CC=C2C(=N1)N(N=C2I)C2OCCCC2 (6-chloro-3-iodo-1-(tetrahydro-2H-pyran-2-yl)-1H-pyrazolo[3,4-b]pyridine), CN1N=CC(=C1)B1OC(C(O1)(C)C)(C)C (1-methyl-4-(4,4,5,5-tetramethyl-1,3,2-dioxaborolan-2-yl)-1H-pyrazole), C([O-])([O-])=O.[Cs+].[Cs+] (cesium carbonate). The reagents and catalysts are C=1C=CC(=CC1)[P](C=2C=CC=CC2)(C=3C=CC=CC3)[Pd]([P](C=4C=CC=CC4)(C=5C=CC=CC5)C=6C=CC=CC6)([P](C=7C=CC=CC7)(C=8C=CC=CC8)C=9C=CC=CC9)[P](C=1C=CC=CC1)(C=1C=CC=CC1)C=1C=CC=CC1 (tetrakis(triphenylphosphine)palladium(0)). Solvent: O1CCOCC1 (1,4-dioxane), O (water). Reaction conditions: temperature 80 celsius, time 3 hour. Product: ClC1=CC=C2C(=N1)N(N=C2C=2C=NN(C2)C)C2OCCCC2 (6-chloro-3-(1-methyl-1H-pyrazol-4-yl)-1-(tetrahydro-2H-pyran-2-yl)-1H-pyrazolo[3,4-b]pyridine). The yield is 68.7%. Reaction SMILES: [Cl:1][C:2]1[N:7]=[C:6]2[N:8]([CH:12]3[CH2:17][CH2:16][CH2:15][CH2:14][O:13]3)[N:9]=[C:10](I)[C:5]2=[CH:4][CH:3]=1.[CH3:18][N:19]1[CH:23]=[C:22](B2OC(C)(C)C(C)(C)O2)[CH:21]=[N:20]1.C(=O)([O-])[O-].[Cs+].[Cs+]>O1CCOCC1.O.C1C=CC([P]([Pd]([P](C2C=CC=CC=2)(C2C=CC=CC=2)C2C=CC=CC=2)([P](C2C=CC=CC=2)(C2C=CC=CC=2)C2C=CC=CC=2)[P](C2C=CC=CC=2)(C2C=CC=CC=2)C2C=CC=CC=2)(C2C=CC=CC=2)C2C=CC=CC=2)=CC=1>[Cl:1][C:2]1[N:7]=[C:6]2[N:8]([CH:12]3[CH2:17][CH2:16][CH2:15][CH2:14][O:13]3)[N:9]=[C:10]([C:22]3[CH:21]=[N:20][N:19]([CH3:18])[CH:23]=3)[C:5]2=[CH:4][CH:3]=1 |f:2.3.4,^1:49,51,70,89|. Reported procedure: A mixture of 6-chloro-3-iodo-1-(tetrahydro-2H-pyran-2-yl)-1H-pyrazolo[3,4-b]pyridine (200 mg, 0.6 mmol), 1-methyl-4-(4,4,5,5-tetramethyl-1,3,2-dioxaborolan-2-yl)-1H-pyrazole (110 mg, 0.55 mmol), tetrakis(triphenylphosphine)palladium(0) (30 mg, 0.03 mmol), and cesium carbonate (540 mg, 1.6 mmol) in 1,4-dioxane (1 mL) and water (0.12 mL) was degassed and sealed. It was stirred at 80° C. for 3 h. After cooling it was concentrated under reduced pressure. The residue was purified by flash chromatogra...